From a dataset of the Open Reaction Database (ORD), a public repository of structured organic reaction records. describe an organic reaction: reactants, conditions, products, and yield The yield is 20.4%. Run at temperature 160 celsius. Reported procedure: A solution 4-[2-(3-bromophenyl)pyrazolo[1,5-a]pyridin-3-yl]-5-fluoro-N-(3-fluorophenyl)-2-pyrimidinamine (40 mg, 84 mmol), Pd2(dba)3 (15.3 mg, 0.016 mmol), xantphos (14.5 mg, 0.025 mmol), Cs2CO3 (95 mg, 0.29 mmol), and 2,6-difluorobenzamide (39 mg, 0.25 mmol) in anhydrous 1,4-dioxane, that had been previously degassed with nitrogen, was heated at 160° C. in the microwave for 15 min. At this time, the crude reaction was adsorbed to silica gel and purified by LC (DCM to 5% MeOH/DCM) to afford the ... As a reaction SMILES: Br[C:2]1[CH:3]=[C:4]([C:8]2[C:16]([C:17]3[C:22]([F:23])=[CH:21][N:20]=[C:19]([NH:24][C:25]4[CH:30]=[CH:29][CH:28]=[C:27]([F:31])[CH:26]=4)[N:18]=3)=[C:11]3[CH:12]=[CH:13][CH:14]=[CH:15][N:10]3[N:9]=2)[CH:5]=[CH:6][CH:7]=1.CC1(C)C2C(=C(P(C3C=CC=CC=3)C3C=CC=CC=3)C=CC=2)OC2C(P(C3C=CC=CC=3)C3C=CC=CC=3)=CC=CC1=2.C([O-])([O-])=O.[Cs+].[Cs+].[F:80][C:81]1[CH:89]=[CH:88][CH:87]=[C:86]([F:90])[C:82]=1[C:83]([NH2:85])=[O:84]>O1CCOCC1.C1C=CC(/C=C/C(/C=C/C2C=CC=CC=2)=O)=CC=1.C1C=CC(/C=C/C(/C=C/C2C=CC=CC=2)=O)=CC=1.C1C=CC(/C=C/C(/C=C/C2C=CC=CC=2)=O)=CC=1.[Pd].[Pd]>[F:80][C:81]1[CH:89]=[CH:88][CH:87]=[C:86]([F:90])[C:82]=1[C:83]([NH:85][C:2]1[CH:7]=[CH:6][CH:5]=[C:4]([C:8]2[C:16]([C:17]3[C:22]([F:23])=[CH:21][N:20]=[C:19]([NH:24][C:25]4[CH:30]=[CH:29][CH:28]=[C:27]([F:31])[CH:26]=4)[N:18]=3)=[C:11]3[CH:12]=[CH:13][CH:14]=[CH:15][N:10]3[N:9]=2)[CH:3]=1)=[O:84] |f:2.3.4,7.8.9.10.11|. Run in O1CCOCC1 (1,4-dioxane). Product: FC1=C(C(=O)NC2=CC(=CC=C2)C2=NN3C(C=CC=C3)=C2C2=NC(=NC=C2F)NC2=CC(=CC=C2)F)C(=CC=C1)F (2,6-difluoro-N-[3-(3-{5-fluoro-2-[(3-fluorophenyl)amino]-4-pyrimidinyl}pyrazolo[1,5-a]pyridin-2-yl)phenyl]benzamide). Reactants: BrC=1C=C(C=CC1)C1=NN2C(C=CC=C2)=C1C1=NC(=NC=C1F)NC1=CC(=CC=C1)F (4-[2-(3-bromophenyl)pyrazolo[1,5-a]pyridin-3-yl]-5-fluoro-N-(3-fluorophenyl)-2-pyrimidinamine), CC1(C2=C(C(=CC=C2)P(C3=CC=CC=C3)C4=CC=CC=C4)OC5=C(C=CC=C51)P(C6=CC=CC=C6)C7=CC=CC=C7)C (xantphos), C(=O)([O-])[O-].[Cs+].[Cs+] (Cs2CO3), FC1=C(C(=O)N)C(=CC=C1)F (2,6-difluorobenzamide). The reagents and catalysts are C=1C=CC(=CC1)/C=C/C(=O)/C=C/C2=CC=CC=C2.C=1C=CC(=CC1)/C=C/C(=O)/C=C/C2=CC=CC=C2.C=1C=CC(=CC1)/C=C/C(=O)/C=C/C2=CC=CC=C2.[Pd].[Pd] (Pd2(dba)3). Reactants: O=CC(=O)O, CC(C)(C)c1cccc(C(C)(C)C)c1O, CC(=O)O, CCO, Cl. The product is CC(C)(C)c1cc(C(Cl)C(=O)O)cc(C(C)(C)C)c1O. RXN SMILES: [C:16]([CH:17]=[O:18])(=[O:19])[OH:20].[C:1]([CH3:2])([CH3:3])([CH3:4])[c:5]1[c:6]([OH:15])[c:7]([C:11]([CH3:12])([CH3:13])[CH3:14])[cH:8][cH:9][cH:10]1.[CH3:22][C:23](=[O:24])[OH:25].[CH3:26][CH2:27][OH:28].[ClH:21]>>[C:1]([CH3:2])([CH3:3])([CH3:4])[c:5]1[c:6]([OH:15])[c:7]([C:11]([CH3:12])([CH3:13])[CH3:14])[cH:8][c:9]([CH:17]([C:16](=[O:19])[OH:20])[Cl:21])[cH:10]1.